Dataset: the Open Reaction Database (ORD), a public repository of structured organic reaction records. Task: describe an organic reaction: reactants, conditions, products, and yield The reactants are C(C)(=O)O[C@H]1[C@@H](O[C@@]([C@H]1OCC1=CC=CC=C1)(COCC1=CC=CC=C1)C#C[Si](CC)(CC)CC)N1C=NC=2C(N)=NC=NC12 (2′-O-acetyl-3′,5′-di-O-benzyl-4′-C-triethylsilylethynyl adenosine). Run in CO (methanol), C(C)N(CC)CC (triethylamine). Conditions: time 1 day. Product: C(C1=CC=CC=C1)O[C@H]1[C@H]([C@@H](O[C@@]1(COCC1=CC=CC=C1)C#C[Si](CC)(CC)CC)N1C=NC=2C(N)=NC=NC12)O (3′,5′-di-O-benzyl-4′-C-triethylsilylethynyladenosine). RXN SMILES: C([O:4][C@@H:5]1[C@H:9]([O:10][CH2:11][C:12]2[CH:17]=[CH:16][CH:15]=[CH:14][CH:13]=2)[C@@:8]([C:27]#[C:28][Si:29]([CH2:34][CH3:35])([CH2:32][CH3:33])[CH2:30][CH3:31])([CH2:18][O:19][CH2:20][C:21]2[CH:26]=[CH:25][CH:24]=[CH:23][CH:22]=2)[O:7][C@H:6]1[N:36]1[C:45]2[N:44]=[CH:43][N:42]=[C:40]([NH2:41])[C:39]=2[N:38]=[CH:37]1)(=O)C>CO.C(N(CC)CC)C>[CH2:11]([O:10][C@@H:9]1[C@@:8]([C:27]#[C:28][Si:29]([CH2:32][CH3:33])([CH2:30][CH3:31])[CH2:34][CH3:35])([CH2:18][O:19][CH2:20][C:21]2[CH:22]=[CH:23][CH:24]=[CH:25][CH:26]=2)[O:7][C@@H:6]([N:36]2[C:45]3[N:44]=[CH:43][N:42]=[C:40]([NH2:41])[C:39]=3[N:38]=[CH:37]2)[C@@H:5]1[OH:4])[C:12]1[CH:13]=[CH:14][CH:15]=[CH:16][CH:17]=1. Procedure details: To a solution of Compound 20 (0.354 g, 0.565 mmol) in methanol (14 ml), triethylamine (3.3 ml) was added, and the mixture was stirred for one day at room temperature under air-tight condition. The mixture was concentrated under reduced pressure. The residue was applied to a silica gel column (10 g, eluent; ethyl acetate:n-hexane:ethanol=20:10:1), to thereby yield Compound 21 in an amount of 0.283 g (86%). Reactants: C(C)(C)(C)OC(=O)N[C@H]1COCC[C@H]1NC1=C(C2=C(C(=N1)Cl)C(N(C2)C(=O)OC(C)(C)C)=O)F (tert-butyl 6-((3R,4R)-3-(tert-butoxycarbonylamino)tetrahydro-2H-pyran-4-ylamino)-4-chloro-7-fluoro-3-oxo-1H-pyrrolo[3,4-c]pyridine-2(3H)-carboxylate), CN1N=C2C(=C1C)SC(=C2)[Sn](CCCC)(CCCC)CCCC (2,3-dimethyl-5-(tributylstannyl)-2H-thieno[3,2-c]pyrazole). The reagents and catalysts are C=1C=CC(=CC1)[P](C=2C=CC=CC2)(C=3C=CC=CC3)[Pd]([P](C=4C=CC=CC4)(C=5C=CC=CC5)C=6C=CC=CC6)([P](C=7C=CC=CC7)(C=8C=CC=CC8)C=9C=CC=CC9)[P](C=1C=CC=CC1)(C=1C=CC=CC1)C=1C=CC=CC1 (tetrakis(triphenylphosphine)palladium(0)). The solvent is C1(=CC=CC=C1)C (toluene). Reaction conditions: temperature 90 celsius. Yields the product C(C)(C)(C)OC(=O)N[C@H]1COCC[C@H]1NC1=C(C2=C(C(=N1)C1=CC3=NN(C(=C3S1)C)C)C(N(C2)C(=O)OC(C)(C)C)=O)F (tert-butyl 6-(((3R,4R)-3-((tert-butoxycarbonyl)amino)tetrahydro-2H-pyran-4-yl)amino)-4-(2,3-dimethyl-2H-thieno[3,2-c]pyrazol-5-yl)-7-fluoro-3-oxo-1H-pyrrolo[3,4-c]pyridine-2(3H)-carboxylate). RXN SMILES: [C:1]([O:5][C:6]([NH:8][C@@H:9]1[C@H:14]([NH:15][C:16]2[N:21]=[C:20](Cl)[C:19]3[C:23](=[O:33])[N:24]([C:26]([O:28][C:29]([CH3:32])([CH3:31])[CH3:30])=[O:27])[CH2:25][C:18]=3[C:17]=2[F:34])[CH2:13][CH2:12][O:11][CH2:10]1)=[O:7])([CH3:4])([CH3:3])[CH3:2].[CH3:35][N:36]1[C:40]([CH3:41])=[C:39]2[S:42][C:43]([Sn](CCCC)(CCCC)CCCC)=[CH:44][C:38]2=[N:37]1>C1(C)C=CC=CC=1.C1C=CC([P]([Pd]([P](C2C=CC=CC=2)(C2C=CC=CC=2)C2C=CC=CC=2)([P](C2C=CC=CC=2)(C2C=CC=CC=2)C2C=CC=CC=2)[P](C2C=CC=CC=2)(C2C=CC=CC=2)C2C=CC=CC=2)(C2C=CC=CC=2)C2C=CC=CC=2)=CC=1>[C:1]([O:5][C:6]([NH:8][C@@H:9]1[C@H:14]([NH:15][C:16]2[N:21]=[C:20]([C:43]3[S:42][C:39]4[C:38](=[N:37][N:36]([CH3:35])[C:40]=4[CH3:41])[CH:44]=3)[C:19]3[C:23](=[O:33])[N:24]([C:26]([O:28][C:29]([CH3:32])([CH3:31])[CH3:30])=[O:27])[CH2:25][C:18]=3[C:17]=2[F:34])[CH2:13][CH2:12][O:11][CH2:10]1)=[O:7])([CH3:4])([CH3:3])[CH3:2] |^1:68,70,89,108|. Reported procedure: In a 30 mL sealed cap glass tube, tert-butyl 6-((3R,4R)-3-(tert-butoxycarbonylamino)tetrahydro-2H-pyran-4-ylamino)-4-chloro-7-fluoro-3-oxo-1H-pyrrolo[3,4-c]pyridine-2(3H)-carboxylate (100 mg, 0.200 mmol), 2,3-dimethyl-5-(tributylstannyl)-2H-thieno[3,2-c]pyrazole (176 mg, 0.399 mmol) and tetrakis(triphenylphosphine)palladium(0) (115 mg, 0.100 mmol) were dissolved in toluene (5 mL). The cap was sealed and the reaction mixture was heated at 90° C. in an oil bath for 2 hours. The mixture was concent...